From a dataset of the Open Reaction Database (ORD), a public repository of structured organic reaction records. describe an organic reaction: reactants, conditions, products, and yield Starting materials: C(C)(C)(C)OC(=O)NCCN(CC(CN(CCNC(=O)OC(C)(C)C)C(=O)OC(C)(C)C)CCOCC1=CC=CC=C1)C(=O)OC(C)(C)C (N,N′-Bis(2-tert-butoxycarbonylamino-ethyl)-2-(2-benzyloxy-ethyl)-1,3-di(tert-butoxycarbonylamino)propane). Reagents/catalysts: [Pd] (Pd on activated carbon). Run in C(C)O (ethanol). Reaction conditions: time 2 day. The product is C(C)(C)(C)OC(=O)NCCN(CC(CN(CCNC(=O)OC(C)(C)C)C(=O)OC(C)(C)C)CCO)C(=O)OC(C)(C)C (N,N′-Bis(2-tert-butoxycarbonylamino-ethyl)-2-(2-hydroxyethyl)-1,3-di(tert-butoxycarbonylamino)propane). RXN SMILES: [C:1]([O:5][C:6]([NH:8][CH2:9][CH2:10][N:11]([C:43]([O:45][C:46]([CH3:49])([CH3:48])[CH3:47])=[O:44])[CH2:12][CH:13]([CH2:33][CH2:34][O:35]CC1C=CC=CC=1)[CH2:14][N:15]([C:26]([O:28][C:29]([CH3:32])([CH3:31])[CH3:30])=[O:27])[CH2:16][CH2:17][NH:18][C:19]([O:21][C:22]([CH3:25])([CH3:24])[CH3:23])=[O:20])=[O:7])([CH3:4])([CH3:3])[CH3:2]>C(O)C.[Pd]>[C:22]([O:21][C:19]([NH:18][CH2:17][CH2:16][N:15]([C:26]([O:28][C:29]([CH3:32])([CH3:31])[CH3:30])=[O:27])[CH2:14][CH:13]([CH2:33][CH2:34][OH:35])[CH2:12][N:11]([C:43]([O:45][C:46]([CH3:48])([CH3:47])[CH3:49])=[O:44])[CH2:10][CH2:9][NH:8][C:6]([O:5][C:1]([CH3:4])([CH3:3])[CH3:2])=[O:7])=[O:20])([CH3:23])([CH3:24])[CH3:25]. Procedure details: N,N′-Bis(2-tert-butoxycarbonylamino-ethyl)-2-(2-benzyloxy-ethyl)-1,3-di(tert-butoxycarbonylamino)propane (3.16 g) was dissolved in absolute ethanol (100 mL) and Pd on activated carbon (1.00 g, dry, 10%) was added. The mixture was hydrogenated in a Parr hydrogenation apparatus at 35 psi for two days. The catalyst was filtered off, washed with ethanol (3×20 mL). The ethanol was removed by rotary evaporation to give a colourless oil that was dried to a constant mass (2.67 g, 97.1%) under high vacuu... Starting materials: CO, Cl, CC(=O)c1ccc2ncc(Cc3c(F)cc4c(cnn4C)c3F)n2n1, NNC(N)=O. Product: CC(=NNC(N)=O)c1ccc2ncc(Cc3c(F)cc4c(cnn4C)c3F)n2n1. As a reaction SMILES: [CH3:32][OH:33].[ClH:26].[F:1][c:2]1[c:3]2[cH:4][n:5][n:6]([CH3:25])[c:7]2[cH:8][c:9]([F:24])[c:10]1[CH2:11][c:12]1[cH:13][n:14][c:15]2[n:16]1[n:17][c:18]([C:21]([CH3:22])=[O:23])[cH:19][cH:20]2.[NH:27]([NH2:28])[C:29](=[O:30])[NH2:31]>>[F:1][c:2]1[c:3]2[cH:4][n:5][n:6]([CH3:25])[c:7]2[cH:8][c:9]([F:24])[c:10]1[CH2:11][c:12]1[cH:13][n:14][c:15]2[n:16]1[n:17][c:18]([C:21]([CH3:22])=[N:28][NH:27][C:29](=[O:30])[NH2:31])[cH:19][cH:20]2. Reactants: ClC1=CC=NC=C1 (4-chloropyridine), CN(C)C=O (DMF), [Li+].CC(C)[N-]C(C)C (LDA), [Li]CCCC (n-BuLi), C(=O)(O)[O-].[Na+] (NaHCO3). Run in C1CCOC1 (THF), C1CCOC1 (THF). Reaction conditions: time 20 minute. Product: t-butyl methyl ether hexanes, ClC1=C(C=NC=C1)C=O (4-Chloro-3-formyl-pyridine). Reaction SMILES: [Li+].CC([N-]C(C)C)C.[Li]CCCC.[Cl:14][C:15]1[CH:20]=[CH:19][N:18]=[CH:17][CH:16]=1.CN([CH:24]=[O:25])C.C([O-])(O)=O.[Na+]>C1COCC1>[Cl:14][C:15]1[CH:20]=[CH:19][N:18]=[CH:17][C:16]=1[CH:24]=[O:25] |f:0.1,5.6|. Reported procedure: In a flame-dried 3-necked 100 ml r.b. flask fitted with internal thermometer was prepared LDA at -78° using diisopropyl anine (2.8 ml, 19.9 mmol) and 2.5 M n-BuLi (8.32 ml, 20.8 mmol) in dry THF (15 ml). After stirring for 20 min, 4-chloropyridine (2.26 g, 19.9 mmol) in THF (5 ml) was added via a syringe pump at 0.15 ml/min over about 30 min. The mixture was stirred for 1 h, then dry DMF (4.8 ml, 62 mmol) was added via a syringe pump so that the temperature remained at -78°. After complete addit... Starting materials: Cc1nc2ccccc2n1-c1nc(N2CCOCC2)c2nc(CBr)n(C)c2n1, C1CC(N2CCOCC2)CN1. Yields the product Cc1nc2ccccc2n1-c1nc(N2CCOCC2)c2nc(CN3CCC(N4CCOCC4)C3)n(C)c2n1. RXN SMILES: [Br:1][CH2:2][c:3]1[n:4]([CH3:28])[c:5]2[n:6][c:7](-[n:18]3[c:19]([CH3:27])[n:20][c:21]4[c:22]3[cH:23][cH:24][cH:25][cH:26]4)[n:8][c:9]([N:12]3[CH2:13][CH2:14][O:15][CH2:16][CH2:17]3)[c:10]2[n:11]1.[NH:29]1[CH2:30][CH:31]([N:34]2[CH2:35][CH2:36][O:37][CH2:38][CH2:39]2)[CH2:32][CH2:33]1>>[CH2:2]([c:3]1[n:4]([CH3:28])[c:5]2[n:6][c:7](-[n:18]3[c:19]([CH3:27])[n:20][c:21]4[c:22]3[cH:23][cH:24][cH:25][cH:26]4)[n:8][c:9]([N:12]3[CH2:13][CH2:14][O:15][CH2:16][CH2:17]3)[c:10]2[n:11]1)[N:29]1[CH2:30][CH:31]([N:34]2[CH2:35][CH2:36][O:37][CH2:38][CH2:39]2)[CH2:32][CH2:33]1. Starting materials: C(C)(C)NC(C)C (diisopropylamine), C(CCC)[Li] (butyllithium), FC1=C(C=C(C=C1)F)C(CN1N=CN=C1)=O (1-(2,5-difluorophenyl)-2-(1H-1,2,4-triazol-1-yl)ethanone), P(=O)([O-])([O-])[O-] (phosphate), C(CC)#N (propionitrile). Conditions: temperature -30 celsius, time 15 minute. Reported procedure: To a solution of diisopropylamine (11 g) in dry THF (100 ml) 1.6 M solution of butyllithium in hexane (63 ml) was slowly added at −78° C. under nitrogen atmosphere. The mixture was allowed to warm up to −30° C., then re-cooled to −78° C. before propionitrile (5.4 g) was slowly added (exothermic reaction, cooling). The mixture was stirred at this temperature for ca. 15 min, 1-(2,5-difluorophenyl)-2-(1H-1,2,4-triazol-1-yl)ethanone (10 g) was added, the reaction mixture warmed up to −20° C. within ... The product is FC1=C(C=C(C=C1)F)C(C(C#N)C)(CN1N=CN=C1)O (3-(2,5-difluorophenyl)-3-hydroxy-2-methyl-4-(1H-1,2,4-triazol-1-yl)butanenitrile). As a reaction SMILES: C(NC(C)C)(C)C.C([Li])CCC.[C:13](#[N:16])[CH2:14][CH3:15].[F:17][C:18]1[CH:23]=[CH:22][C:21]([F:24])=[CH:20][C:19]=1[C:25](=[O:32])[CH2:26][N:27]1[CH:31]=[N:30][CH:29]=[N:28]1.P([O-])([O-])([O-])=O>C1COCC1.CCCCCC>[F:17][C:18]1[CH:23]=[CH:22][C:21]([F:24])=[CH:20][C:19]=1[C:25]([OH:32])([CH2:26][N:27]1[CH:31]=[N:30][CH:29]=[N:28]1)[CH:14]([CH3:15])[C:13]#[N:16]. The solvent is C1CCOC1 (THF), CCCCCC (hexane). Reactants: C(C)(C)(C)NC(C1=CC=C(C=C1)C(CC1CCCC1)C1=CC=2C(=NC=C(C2)F)N1)=O (N-tert-butyl-4-[2-cyclopentyl-1-(5-fluoro-1H-pyrrolo[2,3-b]pyridin-2-yl)-ethyl]-benzamide), P(=O)(Cl)(Cl)Cl (phosphorus oxychloride). Run in C(Cl)(Cl)Cl (chloroform). Reaction conditions: temperature 80 celsius, time 3 hour. Product: C1(CCCC1)CC(C1=CC=2C(=NC=C(C2)F)N1)C1=CC=C(C#N)C=C1 (4-[2-cyclopentyl-1-(5-fluoro-1H-pyrrolo[2,3-b]pyridin-2-yl)-ethyl]-benzonitrile). Isolated yield 59.0%. RXN SMILES: C([NH:5][C:6](=O)[C:7]1[CH:12]=[CH:11][C:10]([CH:13]([C:20]2[NH:29][C:23]3=[N:24][CH:25]=[C:26]([F:28])[CH:27]=[C:22]3[CH:21]=2)[CH2:14][CH:15]2[CH2:19][CH2:18][CH2:17][CH2:16]2)=[CH:9][CH:8]=1)(C)(C)C.P(Cl)(Cl)(Cl)=O>C(Cl)(Cl)Cl>[CH:15]1([CH2:14][CH:13]([C:10]2[CH:11]=[CH:12][C:7]([C:6]#[N:5])=[CH:8][CH:9]=2)[C:20]2[NH:29][C:23]3=[N:24][CH:25]=[C:26]([F:28])[CH:27]=[C:22]3[CH:21]=2)[CH2:19][CH2:18][CH2:17][CH2:16]1. Reported procedure: To a stirred solution of N-tert-butyl-4-[2-cyclopentyl-1-(5-fluoro-1H-pyrrolo[2,3-b]pyridin-2-yl)-ethyl]-benzamide (250 mg, 0.61 mmol) in chloroform (6 mL) at room temperature was added phosphorus oxychloride (0.32 mL, 3.15 mmol). The mixture was heated at 80° C. and stirred for 3 h. The resulting mixture was concentrated in vacuo and the residue was extracted with ethyl acetate, washed with a saturated aqueous sodium bicarbonate solution (2×50 mL), brine, dried over anhydrous sodium sulfate and... Starting materials: CC1CN(C(=O)OC(C)(C)C)CCN1, Clc1nccnc1Cl, CN(C)C=O, O. Product: CC1CN(C(=O)OC(C)(C)C)CCN1c1nccnc1Cl. Reaction SMILES: [C:1]([CH3:2])([CH3:3])([CH3:4])[O:5][C:6](=[O:7])[N:8]1[CH2:9][CH:10]([CH3:14])[NH:11][CH2:12][CH2:13]1.[Cl:15][c:16]1[n:17][cH:18][cH:19][n:20][c:21]1[Cl:22].[O:23]=[CH:24][N:25]([CH3:26])[CH3:27].[OH2:28]>>[C:1]([CH3:2])([CH3:3])([CH3:4])[O:5][C:6](=[O:7])[N:8]1[CH2:9][CH:10]([CH3:14])[N:11]([c:21]2[c:16]([Cl:15])[n:17][cH:18][cH:19][n:20]2)[CH2:12][CH2:13]1. Reactants: ice water, BrC1=C(C(NC(=N1)C)=O)[N+](=O)[O-] (6-bromo-2-methyl-5-nitro-3H-pyrimidin-4-one), Cl.CC=1SC2=C(CCNCC2)N1 (2-methyl-5,6,7,8-tetrahydro-4H-thiazolo[4,5-d]azepine hydrochloride), C([O-])([O-])=O.[K+].[K+] (potassium carbonate). The solvent is CN(C=O)C (N,N-dimethylformamide). Run at time 60 hour. Yields the product CC1=NC(=C(C(N1)=O)[N+](=O)[O-])N1CCC2=C(CC1)SC(=N2)C (2-methyl-6-(2-methyl-4,5,7,8-tetrahydro-thiazolo[4,5-d]azepin-6-yl)-5-nitro-3H-pyrimidin-4-one). Yield: 78.5%. RXN SMILES: Br[C:2]1[N:7]=[C:6]([CH3:8])[NH:5][C:4](=[O:9])[C:3]=1[N+:10]([O-:12])=[O:11].Cl.[CH3:14][C:15]1[S:16][C:17]2[CH2:23][CH2:22][NH:21][CH2:20][CH2:19][C:18]=2[N:24]=1.C(=O)([O-])[O-].[K+].[K+]>CN(C)C=O>[CH3:8][C:6]1[NH:5][C:4](=[O:9])[C:3]([N+:10]([O-:12])=[O:11])=[C:2]([N:21]2[CH2:22][CH2:23][C:17]3[S:16][C:15]([CH3:14])=[N:24][C:18]=3[CH2:19][CH2:20]2)[N:7]=1 |f:1.2,3.4.5|. Procedure: A suspension of 0.234 g (1.00 mmol) of the 6-bromo-2-methyl-5-nitro-3H-pyrimidin-4-one, 0.205 g (1.00 mmol) of the 2-methyl-5,6,7,8-tetrahydro-4H-thiazolo[4,5-d]azepine hydrochloride and 0.304 g (2.20 mmol) of potassium carbonate in 2.0 ml of N,N-dimethylformamide was stirred at room temperature for 60 hours. The reaction mixture was then poured into 50 ml of an ice/water mixture and the crystals formed collected by filtration. Thus, a first crop of the 2-methyl-6-(2-methyl-4,5,7,8-tetrahydro-th...